The task is: describe an organic reaction: reactants, conditions, products, and yield. This data is from the Open Reaction Database (ORD), a public repository of structured organic reaction records. Starting materials: CC1(c2ccccc2)CCC(=O)C=C1C(=O)O, CI, CC(C)=O, C1CCC2=NCCCN2CC1. Yields the product COC(=O)C1=CC(=O)CCC1(C)c1ccccc1. RXN SMILES: [CH3:14][C:15]1([c:25]2[cH:26][cH:27][cH:28][cH:29][cH:30]2)[C:16]([C:22](=[O:23])[OH:24])=[CH:17][C:18](=[O:21])[CH2:19][CH2:20]1.[CH3:1][I:2].[CH3:31][C:32](=[O:33])[CH3:34].[N:3]12[CH2:4][CH2:13][CH2:12][CH2:11][CH2:10][C:9]1=[N:8][CH2:7][CH2:6][CH2:5]2>>[CH3:4][O:24][C:22]([C:16]1=[CH:17][C:18](=[O:21])[CH2:19][CH2:20][C:15]1([CH3:14])[c:25]1[cH:26][cH:27][cH:28][cH:29][cH:30]1)=[O:23]. The product is CCOC(=O)c1cn(-c2cc(N)c(F)c(F)c2F)c2cc(F)c(F)cc2c1=O. RXN SMILES: [CH3:31][C:32](=[O:33])[OH:34].[CH3:39][CH2:40][OH:41].[Cl:35][CH:36]([Cl:37])[CH3:38].[F:1][c:2]1[cH:3][c:4]2[c:5](=[O:30])[c:6]([C:25](=[O:26])[O:27][CH2:28][CH3:29])[cH:7][n:8](-[c:13]3[c:14]([F:24])[c:15]([F:23])[c:16]([F:22])[c:17]([N+:19]([O-:20])=[O:21])[cH:18]3)[c:9]2[cH:10][c:11]1[F:12]>>[F:1][c:2]1[cH:3][c:4]2[c:5](=[O:30])[c:6]([C:25](=[O:26])[O:27][CH2:28][CH3:29])[cH:7][n:8](-[c:13]3[c:14]([F:24])[c:15]([F:23])[c:16]([F:22])[c:17]([NH2:19])[cH:18]3)[c:9]2[cH:10][c:11]1[F:12]. The reactants are CC(=O)O, CCO, CC(Cl)Cl, CCOC(=O)c1cn(-c2cc([N+](=O)[O-])c(F)c(F)c2F)c2cc(F)c(F)cc2c1=O. Reactants: CS(=O)C=1S[C@H]2N(C1C(=O)OCC1=CC=C(C=C1)[N+](=O)[O-])C([C@@H]2CC)=O (p-nitrobenzyl (5R,6S)-2-methylsulfinyl-6-ethyl-pen-2-em-3-carboxylate), C(=O)(O)[O-].[Na+] (NaHCO3). Reagents/catalysts: [Pd] (Pd/C). Run in CCO (EtOH), C1CCOC1 (THF), CCO (EtOH), O (H2O). Reaction conditions: time 2 hour. Product: CS(=O)C=1S[C@H]2N(C1C(=O)[O-])C([C@@H]2CC)=O.[Na+] (Sodium (5R, 6S)-2-methylsulfinyl-6-ethyl-pen-2-em-3-carboxylate). As a reaction SMILES: [CH3:1][S:2]([C:4]1[S:5][C@@H:6]2[C@@H:23]([CH2:24][CH3:25])[C:22](=[O:26])[N:7]2[C:8]=1[C:9]([O:11]CC1C=CC([N+]([O-])=O)=CC=1)=[O:10])=[O:3].C([O-])(O)=O.[Na+:31]>C1COCC1.CCO.O.[Pd]>[CH3:1][S:2]([C:4]1[S:5][C@@H:6]2[C@@H:23]([CH2:24][CH3:25])[C:22](=[O:26])[N:7]2[C:8]=1[C:9]([O-:11])=[O:10])=[O:3].[Na+:31] |f:1.2,7.8|. Procedure details: A solution of p-nitrobenzyl (5R,6S)-2-methylsulfinyl-6-ethyl-pen-2-em-3-carboxylate (50 mg) in THF (9 ml) is diluted with EtOH (4.5 ml) and H2O (7.0 ml) containing NaHCO3 (10.6 mg). The resulting solution is added to a prereduced mixture of 10% Pd/C (100 mg) in EtOH (4.5 ml) and the resulting mixture is rapidly stirred under a H2 atmosphere for 2 hours. The mixture is filtered to remove the catalyst which is washed with H2O (2×25 ml). The combined filtrate is extracted with Et2O (2×50 ml) concen... As a reaction SMILES: Cl[CH2:2][CH2:3][C:4]([C:10]1[CH:15]=[CH:14][CH:13]=[CH:12][CH:11]=1)([OH:9])[CH2:5][C:6]([CH3:8])=[CH2:7].[Br:16][C:17]1[CH:18]=[C:19]([CH3:28])[C:20]([CH2:24][N:25]=[C:26]=[O:27])=[C:21]([CH3:23])[CH:22]=1>>[Br:16][C:17]1[CH:22]=[C:21]([CH3:23])[C:20]([CH2:24][N:25]2[CH2:2][CH2:3][C:4]([CH2:5][C:6]([CH3:8])=[CH2:7])([C:10]3[CH:15]=[CH:14][CH:13]=[CH:12][CH:11]=3)[O:9][C:26]2=[O:27])=[C:19]([CH3:28])[CH:18]=1. The product is BrC1=CC(=C(CN2C(OC(CC2)(C2=CC=CC=C2)CC(=C)C)=O)C(=C1)C)C (3-(4-Bromo-2,6-dimethyl-benzyl)-6-(2-methyl-allyl)-6-phenyl-[1,3]oxazinan-2-one). Procedure: The title compound was prepared from 1-chloro-5-methyl-3-phenyl-hex-5-en-3-ol and 5-bromo-2-isocyanatomethyl-1,3-dimethyl-benzene following a procedure analogous to that described in Step 1 of Example 96. LC-MS (Method 5): tR=4.95 min; Mass spectrum (ESI+): m/z=428/430 (Br) [M+H]+. The reactants are ClCCC(CC(=C)C)(O)C1=CC=CC=C1 (1-chloro-5-methyl-3-phenyl-hex-5-en-3-ol), BrC=1C=C(C(=C(C1)C)CN=C=O)C (5-bromo-2-isocyanatomethyl-1,3-dimethyl-benzene).